Dataset: the Open Reaction Database (ORD), a public repository of structured organic reaction records. Task: describe an organic reaction: reactants, conditions, products, and yield The reactants are CC(=O)C (acetone), [OH-].[Na+] (Sodium hydroxide), CC(=O)C (acetone), ClC1=C(C=O)C=C(C=C1)F (2-chloro-5-fluorobenzaldehyde). Run in O (water). Reaction conditions: time 2 hour. Product: ClC1=C(C=C(C=C1)F)C=CC(C)=O (4-(2-chloro-5-fluorophenyl)-3-buten-2-one). As a reaction SMILES: [OH-].[Na+].[Cl:3][C:4]1[CH:11]=[CH:10][C:9]([F:12])=[CH:8][C:5]=1[CH:6]=O.[CH3:13][C:14]([CH3:16])=[O:15]>O>[Cl:3][C:4]1[CH:11]=[CH:10][C:9]([F:12])=[CH:8][C:5]=1[CH:6]=[CH:13][C:14](=[O:15])[CH3:16] |f:0.1|. Procedure details: Sodium hydroxide (0.78 g) was dissolved in water (55 ml) and treated dropwise with acetone (55 ml) followed by a solution of 2-chloro-5-fluorobenzaldehyde (2.8 g) in acetone (10 ml). The reaction mixture was stirred at room temperature for 2 hours. Acetone was distilled off under reduced pressure, and the residue was extracted with ethyl acetate. The organic layer was washed successively with water and saturated brine, and concentrated under reduced 5 pressure to obtain 4-(2-chloro-5-fluoropheny... Starting materials: CCOC(C)=O, ClC(Cl)Cl, O=C=NS(=O)(=O)Cl, O, C=CCOC(=O)N1CC=C(c2csc(SCc3ccc(OC)cc3)n2)CC1CO. The product is C=CCOC(=O)N1CC=C(c2csc(SCc3ccc(OC)cc3)n2)CC1COC(N)=O. Reaction SMILES: [CH3:38][CH2:39][O:40][C:41](=[O:42])[CH3:43].[CH:44]([Cl:45])([Cl:46])[Cl:47].[Cl:30][S:31](=[O:32])(=[O:33])[N:34]=[C:35]=[O:36].[OH2:37].[OH:1][CH2:2][CH:3]1[N:4]([C:24](=[O:25])[O:26][CH2:27][CH:28]=[CH2:29])[CH2:5][CH:6]=[C:7]([c:9]2[n:10][c:11]([S:14][CH2:15][c:16]3[cH:17][cH:18][c:19]([O:22][CH3:23])[cH:20][cH:21]3)[s:12][cH:13]2)[CH2:8]1>>[O:1]([CH2:2][CH:3]1[N:4]([C:24](=[O:25])[O:26][CH2:27][CH:28]=[CH2:29])[CH2:5][CH:6]=[C:7]([c:9]2[n:10][c:11]([S:14][CH2:15][c:16]3[cH:17][cH:18][c:19]([O:22][CH3:23])[cH:20][cH:21]3)[s:12][cH:13]2)[CH2:8]1)[C:35]([NH2:34])=[O:36]. Starting materials: C1(=CC=CC=C1)COC(N[C@@H](CC1=CC=CC=C1)CNC(=O)OC(C)(C)C)=O ((S)-[1-[[[(1,1-dimethylethoxy)carbonyl]amino]methyl]-2-phenylethyl]carbamic acid phenylmethyl ester). The reagents and catalysts are [Pd] (Pd-C). The solvent is C(C)O (ethanol). Conditions: time 2 day. The product is CC(C)(C)OC(NC[C@H](CC1=CC=CC=C1)N)=O ((S)-(2-Amino-3-phenylpropyl)carbamic acid 1,1-dimethylethyl ester). Isolated yield 116.0%. Reaction SMILES: C1(COC(=O)[NH:10][C@H:11]([CH2:19][NH:20][C:21]([O:23][C:24]([CH3:27])([CH3:26])[CH3:25])=[O:22])[CH2:12][C:13]2[CH:18]=[CH:17][CH:16]=[CH:15][CH:14]=2)C=CC=CC=1>C(O)C.[Pd]>[CH3:27][C:24]([O:23][C:21](=[O:22])[NH:20][CH2:19][C@@H:11]([NH2:10])[CH2:12][C:13]1[CH:14]=[CH:15][CH:16]=[CH:17][CH:18]=1)([CH3:25])[CH3:26]. Procedure details: A mixture of (S)-[1-[[[(1,1-dimethylethoxy)carbonyl]amino]methyl]-2-phenylethyl]carbamic acid phenylmethyl ester (2.89 g,7.51 mmol) and 10% Pd-C (0.171 g) in ethanol (70 ml) was stirred under hydrogen for 2 days. The reaction mixture was filtered through celite and the filtrate was evaporated to leave the title compound (2.18 g) as a solid, nmr(δ,CDCl3) includes 1.43(s,9H), 2.5-2.62 and 2.83(m and dd,2H), 3.0 and 3.1-3.25(m,2H), 3.25-3.4(m,1H), 5.0-5.15(m,1H), 7.15-7.35(m,5H). Starting materials: COC=1C=CC2=C(CNCCC3=C(CC2)C=CC(=C3)O)C1OC (3,4-dimethoxy-10-hydroxy-5,6,7,8,13,14-hexahydrodibenz[c,g]azecine), C(C=C)Br (allyl bromide), C([O-])(O)=O.[Na+] (sodium bicarbonate). Product: C(C=C)N1CC2=C(CCC3=C(CC1)C=C(C=C3)O)C=CC(=C2OC)OC (6-allyl-3,4-dimethoxy-10-hydroxy-5,6,7,8,13,14-hexahydrodibenz[c,g]azecine). Reaction SMILES: [CH3:1][O:2][C:3]1[CH:4]=[CH:5][C:6]2[CH2:15][CH2:14][C:13]3[CH:16]=[CH:17][C:18]([OH:20])=[CH:19][C:12]=3[CH2:11][CH2:10][NH:9][CH2:8][C:7]=2[C:21]=1[O:22][CH3:23].[CH2:24](Br)[CH:25]=[CH2:26].C(=O)(O)[O-].[Na+]>O>[CH2:26]([N:9]1[CH2:10][CH2:11][C:12]2[CH:19]=[C:18]([OH:20])[CH:17]=[CH:16][C:13]=2[CH2:14][CH2:15][C:6]2[CH:5]=[CH:4][C:3]([O:2][CH3:1])=[C:21]([O:22][CH3:23])[C:7]=2[CH2:8]1)[CH:25]=[CH2:24] |f:2.3|. Conditions: temperature 100 celsius, time 2 hour. Procedure: A mixture of 100 mg of 3,4-dimethoxy-10-hydroxy-5,6,7,8,13,14-hexahydrodibenz[c,g]azecine, 42.6 ml of allyl bromide and 32.3 mg of sodium bicarbonate in 4 ml of dimethylformaide is stirred for 2 hours at 100°C in argon atmosphere. After cooling, 40 ml of water is added to the mixture, and the mixture is extracted with methylene chloride. The extract is washed with water, dried over anhydrous sodium sulfate, and evaporated to dryness under reduced pressure. The residue is dissolved in benzene, pa... Run in O (water). Reaction SMILES: [Br:23][CH2:24][C:25]#[C:26][CH3:27].[C:28](=[O:29])([O-:30])[O-:31].[CH3:1][C:2]1([CH3:22])[CH2:3][CH:4]([c:10]2[c:11]([N:16]3[CH2:17][CH2:18][NH:19][CH2:20][CH2:21]3)[cH:12][cH:13][cH:14][cH:15]2)[CH2:5][C:6]([CH3:8])([CH3:9])[CH2:7]1.[CH3:39][CH2:40][O:41][CH2:42][CH3:43].[CH3:44][N:45]([CH3:46])[CH:47]=[O:48].[K+:32].[K+:33].[Na+:34].[OH:35][C:36](=[O:37])[O-:38]>>[CH3:1][C:2]1([CH3:22])[CH2:3][CH:4]([c:10]2[c:11]([N:16]3[CH2:17][CH2:18][N:19]([CH2:24][C:25]#[C:26][CH3:27])[CH2:20][CH2:21]3)[cH:12][cH:13][cH:14][cH:15]2)[CH2:5][C:6]([CH3:8])([CH3:9])[CH2:7]1. Product: CC#CCN1CCN(c2ccccc2C2CC(C)(C)CC(C)(C)C2)CC1. Reactants: CC#CCBr, O=C([O-])[O-], CC1(C)CC(c2ccccc2N2CCNCC2)CC(C)(C)C1, CCOCC, CN(C)C=O, [K+], [K+], [Na+], O=C([O-])O.